Dataset: the Open Reaction Database (ORD), a public repository of structured organic reaction records. Task: describe an organic reaction: reactants, conditions, products, and yield Reactants: CC(C)COC(=O)C(C)N, O=C(O)Cc1cc(Cl)cc(Cl)c1, Cl. Product: CC(C)COC(=O)C(C)NC(=O)Cc1cc(Cl)cc(Cl)c1. As a reaction SMILES: [CH2:14]([CH:15]([CH3:16])[CH3:17])[O:18][C:19]([CH:20]([NH2:21])[CH3:22])=[O:23].[Cl:1][c:2]1[cH:3][c:4]([CH2:9][C:10](=[O:11])[OH:12])[cH:5][c:6]([Cl:8])[cH:7]1.[ClH:13]>>[Cl:1][c:2]1[cH:3][c:4]([CH2:9][C:10](=[O:12])[NH:21][CH:20]([C:19]([O:18][CH2:14][CH:15]([CH3:16])[CH3:17])=[O:23])[CH3:22])[cH:5][c:6]([Cl:8])[cH:7]1. Reactants: OCCCS(=O)(=O)O (3-hydroxy propane sulfonic acid), C1COS(=O)(=O)C1 (1,3-propane sultone), ( a ). The solvent is O (water), O (water). Yields the product S(=O)(=O)(O)CCCOS(=O)(=O)CCCO (3-Hydroxy propane sulfonic acid-(3-sulfopropyl)-ester). RXN SMILES: [OH:1][CH2:2][CH2:3][CH2:4][S:5]([OH:8])(=[O:7])=[O:6].[CH2:9]1[CH2:15][S:12](=[O:14])(=[O:13])[O:11][CH2:10]1>O>[S:5]([CH2:4][CH2:3][CH2:2][O:1][S:12]([CH2:15][CH2:9][CH2:10][OH:11])(=[O:14])=[O:13])([OH:8])(=[O:7])=[O:6]. Procedure: 1 mol of 3-hydroxy propane sulfonic acid is heated to 137° C. with 3 mol of water for 2 hours. Further treatment as described under (a) results in a crystallizing oil which has a water content of 8% and is also free from 1,3-propane sultone. As a reaction SMILES: [CH3:35][CH2:36][OH:37].[Cl:1][c:2]1[cH:3][c:4]2[c:13]([cH:14][cH:15]1)[S:12][c:11]1[c:6]([cH:7][cH:8][cH:9][cH:10]1)[N:5]2[CH2:16][CH2:17][O:18][c:19]1[cH:20][cH:21][c:22]([CH2:25][CH:26]([C:27](=[O:28])[OH:29])[O:30][CH2:31][CH3:32])[cH:23][cH:24]1.[OH:33][OH:34]>>[Cl:1][c:2]1[cH:3][c:4]2[c:13]([cH:14][cH:15]1)[S:12](=[O:33])[c:11]1[c:6]([cH:7][cH:8][cH:9][cH:10]1)[N:5]2[CH2:16][CH2:17][O:18][c:19]1[cH:20][cH:21][c:22]([CH2:25][CH:26]([C:27](=[O:28])[OH:29])[O:30][CH2:31][CH3:32])[cH:23][cH:24]1. The product is CCOC(Cc1ccc(OCCN2c3ccccc3S(=O)c3ccc(Cl)cc32)cc1)C(=O)O. Reactants: CCO, CCOC(Cc1ccc(OCCN2c3ccccc3Sc3ccc(Cl)cc32)cc1)C(=O)O, OO. The reactants are BrC=1C=CC(=C(C(=O)Cl)C1)NS(=O)(=O)C1=CC=C(C=C1)Cl (5-bromo-2-(4-chloro-benzenesulfonylamino)-benzoyl chloride), FC(OC1=C(CN)C=CC=C1)(F)F (2-trifluoromethoxybenzyl amine). Reported procedure: This compound was prepared using the procedure described in Example 70, using 5-bromo-2-(4-chloro-benzenesulfonylamino)-benzoyl chloride instead of 5-bromo-2-(4-trifluoromethoxy-benzenesulfonylamino)-benzoyl chloride, and 2-trifluoromethoxybenzyl amine instead of 2-methoxy benzyl amine. M/Z of [M−H]−=563.8. 1H NMR (DMSO) δ=4.4 (sd, 2H), 7.3–7.4 (5H), 7.5 (2H), 7.65–7.7 (3H), 7.9–8.0 (1H), 9.4 (br, 1H), 11.5 (br, 1H). Reaction SMILES: [Br:1][C:2]1[CH:3]=[CH:4][C:5]([NH:11][S:12]([C:15]2[CH:20]=[CH:19][C:18]([Cl:21])=[CH:17][CH:16]=2)(=[O:14])=[O:13])=[C:6]([CH:10]=1)[C:7](Cl)=[O:8].[F:22][C:23]([F:34])([F:33])[O:24][C:25]1[CH:32]=[CH:31][CH:30]=[CH:29][C:26]=1[CH2:27][NH2:28]>>[Br:1][C:2]1[CH:3]=[CH:4][C:5]([NH:11][S:12]([C:15]2[CH:20]=[CH:19][C:18]([Cl:21])=[CH:17][CH:16]=2)(=[O:14])=[O:13])=[C:6]([CH:10]=1)[C:7]([NH:28][CH2:27][C:26]1[CH:29]=[CH:30][CH:31]=[CH:32][C:25]=1[O:24][C:23]([F:22])([F:33])[F:34])=[O:8]. The product is BrC=1C=CC(=C(C(=O)NCC2=C(C=CC=C2)OC(F)(F)F)C1)NS(=O)(=O)C1=CC=C(C=C1)Cl (5-Bromo-2-(4-chloro-benzenesulfonylamino)-N-(2-trifluoromethoxy-benzyl)-benzamide). Reactants: B(Br)(Br)Br (boron tribromide), C1(=CC=CC=C1)CCC1=COC2=C1C=CC(=C2)OC (3-(2-Phenylethyl)-6-methoxy-benzofuran). Reaction conditions: time 15 minute. Yields the product C1(=CC=CC=C1)CCC1=COC2=C1C=CC(=C2)O (3-(2-Phenylethyl)-6-hydroxy-benzofuran). Reaction SMILES: B(Br)(Br)Br.[C:5]1([CH2:11][CH2:12][C:13]2[C:17]3[CH:18]=[CH:19][C:20]([O:22]C)=[CH:21][C:16]=3[O:15][CH:14]=2)[CH:10]=[CH:9][CH:8]=[CH:7][CH:6]=1>>[C:5]1([CH2:11][CH2:12][C:13]2[C:17]3[CH:18]=[CH:19][C:20]([OH:22])=[CH:21][C:16]=3[O:15][CH:14]=2)[CH:6]=[CH:7][CH:8]=[CH:9][CH:10]=1. Reported procedure: A stirred, -10° C. solution of the product from Step B (2.066 grams; dry methylene chloride; 20 mL) was treated with 1M boron tribromide solution (methylene chloride; 8.40 mL). After 15 minutes, the reaction was warmed to ambient temperature and stirred another 15 minutes. It was partitioned between isopropyl acetate and pH7 phosphate buffer, then washed twice more with pH7 buffer and dried over magnesium sulfate. Filtration and evaporation produced an oil which was chromatographed over silica g...